Dataset: the Open Reaction Database (ORD), a public repository of structured organic reaction records. Task: describe an organic reaction: reactants, conditions, products, and yield The reactants are [H-].[Na+] (sodium hydride), OCCC=1C=C(C=CC1)N (3-(2-hydroxy ethyl)phenyl amine), ClCC=1N=C(SC1)C1=CC=C(C=C1)C(C)(C)C (4-chloromethyl-2-(4-tert-butyl phenyl)thiazole). The reagents and catalysts are C1COCCOCCOCCOCCO1 (15-crown-5). Run in C1CCOC1 (THF). Run at time 5 hour. Yields the product C(C)(C)(C)C1=CC=C(C=C1)C=1SC=C(N1)COCCC=1C=C(C=CC1)N (3-{2-[2-(4-tert-Butyl-phenyl)-thiazol-4-ylmethoxy]-ethyl}-phenyl amine). Yield: 34.1%. As a reaction SMILES: [H-].[Na+].[OH:3][CH2:4][CH2:5][C:6]1[CH:7]=[C:8]([NH2:12])[CH:9]=[CH:10][CH:11]=1.Cl[CH2:14][C:15]1[N:16]=[C:17]([C:20]2[CH:25]=[CH:24][C:23]([C:26]([CH3:29])([CH3:28])[CH3:27])=[CH:22][CH:21]=2)[S:18][CH:19]=1>C1OCCOCCOCCOCCOC1.C1COCC1>[C:26]([C:23]1[CH:22]=[CH:21][C:20]([C:17]2[S:18][CH:19]=[C:15]([CH2:14][O:3][CH2:4][CH2:5][C:6]3[CH:7]=[C:8]([NH2:12])[CH:9]=[CH:10][CH:11]=3)[N:16]=2)=[CH:25][CH:24]=1)([CH3:29])([CH3:28])[CH3:27] |f:0.1|. Reported procedure: To a solution of 0.027 g (1 mmol) of 95% sodium hydride and 0.5 drop of 15-crown-5 in 20 mL of THF was added dropwise a solution of 0.139 g (1 mmol) of 3-(2-hydroxy ethyl)phenyl amine at 0° C. After stirring for 0.5 hr 0.28 g (1.1 mmol) of 4-chloromethyl-2-(4-tert-butyl phenyl)thiazole was added in one portion. The mixture was stirred at room temperature for 5 hr. At the end of this time, the solution was concentrated and the residue washed with 10 ml of saturated ammonium chloride and extracted...